Dataset: the Open Reaction Database (ORD), a public repository of structured organic reaction records. Task: describe an organic reaction: reactants, conditions, products, and yield Reactants: Cc1ccc(-c2c(CNC(=O)OC(C)(C)C)c(CC(C)C)nc3ccc(CCCCCC(=O)O)cc23)cc1, O=C([O-])[O-], CI, CN(C)C=O, CCOC(C)=O, [K+], [K+]. Product: COC(=O)CCCCCc1ccc2nc(CC(C)C)c(CNC(=O)OC(C)(C)C)c(-c3ccc(C)cc3)c2c1. RXN SMILES: [C:1]([CH3:2])([CH3:3])([CH3:4])[O:5][C:6](=[O:7])[NH:8][CH2:9][c:10]1[c:11]([CH2:35][CH:36]([CH3:37])[CH3:38])[n:12][c:13]2[cH:14][cH:15][c:16]([CH2:27][CH2:28][CH2:29][CH2:30][CH2:31][C:32](=[O:33])[OH:34])[cH:17][c:18]2[c:19]1-[c:20]1[cH:21][cH:22][c:23]([CH3:26])[cH:24][cH:25]1.[C:39](=[O:40])([O-:41])[O-:42].[CH3:45][I:46].[CH3:47][N:48]([CH3:49])[CH:50]=[O:51].[CH3:52][CH2:53][O:54][C:55](=[O:56])[CH3:57].[K+:43].[K+:44]>>[C:1]([CH3:2])([CH3:3])([CH3:4])[O:5][C:6](=[O:7])[NH:8][CH2:9][c:10]1[c:11]([CH2:35][CH:36]([CH3:37])[CH3:38])[n:12][c:13]2[cH:14][cH:15][c:16]([CH2:27][CH2:28][CH2:29][CH2:30][CH2:31][C:32](=[O:33])[O:34][CH3:39])[cH:17][c:18]2[c:19]1-[c:20]1[cH:21][cH:22][c:23]([CH3:26])[cH:24][cH:25]1.